From a dataset of the Open Reaction Database (ORD), a public repository of structured organic reaction records. describe an organic reaction: reactants, conditions, products, and yield Reactants: CCOC(=O)C1(Cc2cccc(Br)n2)CCN(C(=O)OC(C)(C)C)CC1, CC(C)(C)n1nccc1N, C1COCCO1, CC1(C)c2cccc(P(c3ccccc3)c3ccccc3)c2Oc2c(P(c3ccccc3)c3ccccc3)cccc21, [K+], [K+], [K+], O=P([O-])([O-])[O-]. Yields the product CCOC(=O)C1(Cc2cccc(Nc3ccnn3C(C)(C)C)n2)CCN(C(=O)OC(C)(C)C)CC1. As a reaction SMILES: [Br:1][c:2]1[cH:3][cH:4][cH:5][c:6]([CH2:8][C:9]2([C:22](=[O:23])[O:24][CH2:25][CH3:26])[CH2:10][CH2:11][N:12]([C:15](=[O:16])[O:17][C:18]([CH3:19])([CH3:20])[CH3:21])[CH2:13][CH2:14]2)[n:7]1.[C:27]([CH3:28])([CH3:29])([CH3:30])[n:31]1[n:32][cH:33][cH:34][c:35]1[NH2:36].[CH2:87]1[O:88][CH2:89][CH2:90][O:91][CH2:92]1.[CH3:37][C:38]1([CH3:39])[c:40]2[cH:41][cH:42][cH:43][c:44]([P:45]([c:46]3[cH:47][cH:48][cH:49][cH:50][cH:51]3)[c:52]3[cH:53][cH:54][cH:55][cH:56][cH:57]3)[c:58]2[O:59][c:60]2[c:61]1[cH:62][cH:63][cH:64][c:65]2[P:66]([c:67]1[cH:68][cH:69][cH:70][cH:71][cH:72]1)[c:73]1[cH:74][cH:75][cH:76][cH:77][cH:78]1.[K+:84].[K+:85].[K+:86].[P:79]([O-:80])([O-:81])([O-:82])=[O:83]>>[c:2]1([NH:36][c:35]2[n:31]([C:27]([CH3:28])([CH3:29])[CH3:30])[n:32][cH:33][cH:34]2)[cH:3][cH:4][cH:5][c:6]([CH2:8][C:9]2([C:22](=[O:23])[O:24][CH2:25][CH3:26])[CH2:10][CH2:11][N:12]([C:15](=[O:16])[O:17][C:18]([CH3:19])([CH3:20])[CH3:21])[CH2:13][CH2:14]2)[n:7]1. Reactants: NC1=NC(=NC=2N1N=C(N2)C=2OC=CC2)NCC2=CC=C(C=C2)OCC2=CC=CC=C2 (7-amino-5-[(4-benzyloxyphenyl)methyl]amino-2-(2-furyl)-[1,2,4]triazolo[1,5-a][1,3,5]triazine). The reagents and catalysts are [Pd] (palladium on carbon). Solvent: C(C)(=O)OCC (ethyl acetate), CO (methanol). The product is NC1=NC(=NC=2N1N=C(N2)C=2OC=CC2)NCC2=CC=C(C=C2)O (7-amino-2-(2-furyl)-5-[(4-hydroxyphenyl)methyl]amino-[1,2,4]-triazolo[1,5-a][1,3,5]triazine). RXN SMILES: [NH2:1][C:2]1[N:7]2[N:8]=[C:9]([C:11]3[O:12][CH:13]=[CH:14][CH:15]=3)[N:10]=[C:6]2[N:5]=[C:4]([NH:16][CH2:17][C:18]2[CH:23]=[CH:22][C:21]([O:24]CC3C=CC=CC=3)=[CH:20][CH:19]=2)[N:3]=1>C(OCC)(=O)C.CO.[Pd]>[NH2:1][C:2]1[N:7]2[N:8]=[C:9]([C:11]3[O:12][CH:13]=[CH:14][CH:15]=3)[N:10]=[C:6]2[N:5]=[C:4]([NH:16][CH2:17][C:18]2[CH:19]=[CH:20][C:21]([OH:24])=[CH:22][CH:23]=2)[N:3]=1. Procedure details: A solution of 7-amino-5-[(4-benzyloxyphenyl)methyl]amino-2-(2-furyl)-[1,2,4]triazolo[1,5-a][1,3,5]triazine (2.37 g) in ethyl acetate (150 ml) and methanol (150 ml) was treated with 10% palladium on carbon (3.0 g) and hydrogenated at atmospheric pressure for 2.5 hours. The catalyst was filtered through diatomaceous earth and the liquors evaporated. The residue was purified by chromatography on silica (100 g) eluting with dichloromethane containing methanol 3-30% v/v, and gave 7-amino-2-(2-furyl)-... Starting materials: CC(C)c1ccc(S(=O)(=O)Cl)cc1, ClCCl, CCC(=O)NCC1Cc2ccc(N)cc2C1, c1ccncc1. The product is CCC(=O)NCC1Cc2ccc(NS(=O)(=O)c3ccc(C(C)C)cc3)cc2C1. As a reaction SMILES: [CH:17]([CH3:18])([CH3:19])[c:20]1[cH:21][cH:22][c:23]([S:26](=[O:27])(=[O:28])[Cl:29])[cH:24][cH:25]1.[Cl:30][CH2:31][Cl:32].[NH2:1][c:2]1[cH:3][c:4]2[c:8]([cH:9][cH:10]1)[CH2:7][CH:6]([CH2:11][NH:12][C:13]([CH2:14][CH3:15])=[O:16])[CH2:5]2.[n:33]1[cH:34][cH:35][cH:36][cH:37][cH:38]1>>[NH:1]([c:2]1[cH:3][c:4]2[c:8]([cH:9][cH:10]1)[CH2:7][CH:6]([CH2:11][NH:12][C:13]([CH2:14][CH3:15])=[O:16])[CH2:5]2)[S:26]([c:23]1[cH:22][cH:21][c:20]([CH:17]([CH3:18])[CH3:19])[cH:25][cH:24]1)(=[O:27])=[O:28]. Starting materials: N#CC1(NC(=O)C2CC(S(=O)(=O)c3ccc(F)cc3C(F)(F)F)CC2C(=O)N2CC(F)(F)C2)CC1, CC(=O)N1CCNCC1. Product: CC(=O)N1CCN(c2ccc(S(=O)(=O)C3CC(C(=O)NC4(C#N)CC4)C(C(=O)N4CC(F)(F)C4)C3)c(C(F)(F)F)c2)CC1. As a reaction SMILES: [C:1](#[N:2])[C:3]1([NH:6][C:7](=[O:8])[CH:9]2[CH:10]([C:28](=[O:29])[N:30]3[CH2:31][C:32]([F:34])([F:35])[CH2:33]3)[CH2:11][CH:12]([S:14](=[O:15])(=[O:16])[c:17]3[c:18]([C:24]([F:25])([F:26])[F:27])[cH:19][c:20]([F:23])[cH:21][cH:22]3)[CH2:13]2)[CH2:4][CH2:5]1.[C:36]([CH3:37])(=[O:38])[N:39]1[CH2:40][CH2:41][NH:42][CH2:43][CH2:44]1>>[C:1](#[N:2])[C:3]1([NH:6][C:7](=[O:8])[CH:9]2[CH:10]([C:28](=[O:29])[N:30]3[CH2:31][C:32]([F:34])([F:35])[CH2:33]3)[CH2:11][CH:12]([S:14](=[O:15])(=[O:16])[c:17]3[c:18]([C:24]([F:25])([F:26])[F:27])[cH:19][c:20]([N:42]4[CH2:41][CH2:40][N:39]([C:36]([CH3:37])=[O:38])[CH2:44][CH2:43]4)[cH:21][cH:22]3)[CH2:13]2)[CH2:4][CH2:5]1. Reactants: C1(CCCCC1)O (cyclohexanol), CN(C)C1=NC=CC=C1 (dimethylaminopyridine), C(C)N=C=NCCCN(C)C (1-ethyl-3-(3′-dimethylaminopropyl)carbodiimide), FC(C1=NN(C(=C1)C(F)F)CC(=O)N1CCC(CC1)C=1SC=C(N1)C(=O)O)F (2-(1-{[3,5-bis(difluoromethyl)-1H-pyrazol-1-yl]acetyl}piperidin-4-yl)-1,3-thiazole-4-carboxylic acid). The solvent is ClCCl (dichloromethane), O (water). Reaction conditions: time 8 hour. Yields the product FC(C1=NN(C(=C1)C(F)F)CC(=O)N1CCC(CC1)C=1SC=C(N1)C(=O)OC1CCCCC1)F (Cyclohexyl 2-(1-{[3,5-bis(difluoromethyl)-1H-pyrazol-1-yl]acetyl}piperidin-4-yl)-1,3-thiazole-4-carboxylate). Reaction SMILES: [CH:1]1([OH:7])[CH2:6][CH2:5][CH2:4][CH2:3][CH2:2]1.CN(C1C=CC=CN=1)C.C(N=C=NCCCN(C)C)C.[F:28][CH:29]([F:55])[C:30]1[CH:34]=[C:33]([CH:35]([F:37])[F:36])[N:32]([CH2:38][C:39]([N:41]2[CH2:46][CH2:45][CH:44]([C:47]3[S:48][CH:49]=[C:50]([C:52](O)=[O:53])[N:51]=3)[CH2:43][CH2:42]2)=[O:40])[N:31]=1>ClCCl.O>[F:55][CH:29]([F:28])[C:30]1[CH:34]=[C:33]([CH:35]([F:36])[F:37])[N:32]([CH2:38][C:39]([N:41]2[CH2:42][CH2:43][CH:44]([C:47]3[S:48][CH:49]=[C:50]([C:52]([O:7][CH:1]4[CH2:6][CH2:5][CH2:4][CH2:3][CH2:2]4)=[O:53])[N:51]=3)[CH2:45][CH2:46]2)=[O:40])[N:31]=1. Reported procedure: At room temperature, cyclohexanol (2.17 g), dimethylaminopyridine (0.20 g) and 1-ethyl-3-(3′-dimethylaminopropyl)carbodiimide (3.35 g) are added to a solution of 2-(1-{[3,5-bis(difluoromethyl)-1H-pyrazol-1-yl]acetyl}piperidin-4-yl)-1,3-thiazole-4-carboxylic acid (III-1, 7.00 g) in dichloromethane (80 ml). The mixture is stirred overnight, and water is then added. The aqueous phase is separated off and extracted with ethyl acetate. The combined organic phases are dried with sodium sulfate. The so... Reactants: C(C)C1=C(SC2=NC(=C(C(=C21)C2=CC=C(C=C2)C)CC(=O)OC)C)C (methyl 2-(3-ethyl-2,6-dimethyl-4-p-tolylthieno[2,3-b]pyridin-5-yl)acetate), [Li+].C[Si](C)(C)[N-][Si](C)(C)C (LHMDS), C1CCOC1 (THF), ICCC (1-iodopropane). Yield: 58.5%. As a reaction SMILES: [CH2:1]([C:3]1[C:11]2[C:6](=[N:7][C:8]([CH3:24])=[C:9]([CH2:19][C:20]([O:22][CH3:23])=[O:21])[C:10]=2[C:12]2[CH:17]=[CH:16][C:15]([CH3:18])=[CH:14][CH:13]=2)[S:5][C:4]=1[CH3:25])[CH3:2].[Li+].C[Si]([N-][Si](C)(C)C)(C)C.[CH2:36]1[CH2:40]OC[CH2:37]1.ICCC>CN(C=O)C>[CH2:1]([C:3]1[C:11]2[C:6](=[N:7][C:8]([CH3:24])=[C:9]([CH:19]([CH2:37][CH2:36][CH3:40])[C:20]([O:22][CH3:23])=[O:21])[C:10]=2[C:12]2[CH:17]=[CH:16][C:15]([CH3:18])=[CH:14][CH:13]=2)[S:5][C:4]=1[CH3:25])[CH3:2] |f:1.2|. Run in CN(C)C=O (DMF). Yields the product C(C)C1=C(SC2=NC(=C(C(=C21)C2=CC=C(C=C2)C)C(C(=O)OC)CCC)C)C (Methyl 2-(3-ethyl-2,6-dimethyl-4-p-tolylthieno[2,3-b]pyridin-5-yl)pentanoate). Procedure: This compound was prepared according to the procedure C from methyl 2-(3-ethyl-2,6-dimethyl-4-p-tolylthieno[2,3-b]pyridin-5-yl)acetate (0.200 g; 0.566 mmol), LHMDS 1N in THF (0.635 mL; 0.635 mmol), 1-iodopropane (0.090 mL; 0.923 mmol) in DMF (8 mL) for 3.5 h. Purification by flash chromatography on silica gel using a gradient of ethyl acetate (5-15%) in heptane furnished 0.131 g (59%) of the title compound as a white solid. ESI/APCI(+): 396 (M+H); 418 (M+Na).